This data is from the Open Reaction Database (ORD), a public repository of structured organic reaction records. The task is: describe an organic reaction: reactants, conditions, products, and yield Yields the product O=C(Cl)c1ccc(F)c([N+](=O)[O-])c1. Reactants: CC(Cl)Cl, O=C(O)c1ccc(F)c([N+](=O)[O-])c1, O=S(Cl)Cl. Reaction SMILES: [Cl:18][CH:19]([Cl:20])[CH3:21].[F:1][c:2]1[c:3]([N+:11](=[O:12])[O-:13])[cH:4][c:5]([C:6](=[O:7])[OH:8])[cH:9][cH:10]1.[S:14]([Cl:15])([Cl:16])=[O:17]>>[F:1][c:2]1[c:3]([N+:11](=[O:12])[O-:13])[cH:4][c:5]([C:6](=[O:7])[Cl:16])[cH:9][cH:10]1. Starting materials: Cl (HCl), O1C(OCC1)C=1C=C(C(=NC1)F)C1=NC(=NC(=N1)C)N(CC1=CC=C(C=C1)OC)CC1=CC=C(C=C1)OC (4-(5-(1,3-Dioxolan-2-yl)-2-fluoropyridin-3-yl)-N,N-bis(4-methoxybenzyl)-6-methyl-1,3,5-triazin-2-amine), FC=1C=C(C=NC1OC)N (5-fluoro-6-methoxypyridin-3-amine), Cl (HCl), C[Si](C)(C)[N-][Si](C)(C)C.[Li+] (lithium bis(trimethylsilyl)amide). The solvent is O (water), C(Cl)Cl (DCM), O (water), CO (MeOH), C1CCOC1 (THF), CO (MeOH). Reaction conditions: time 10 minute. Yields the product COC1=CC=C(CN(C2=NC(=NC(=N2)C)C=2C(=NC=C(C=O)C2)NC=2C=NC(=C(C2)F)OC)CC2=CC=C(C=C2)OC)C=C1 (5-(4-(bis(4-methoxybenzyl)amino)-6-methyl-1,3,5-triazin-2-yl)-6-(5-fluoro-6-methoxypyridin-3-ylamino)nicotinaldehyde). Isolated yield 56.5%. Reaction SMILES: [O:1]1CCO[CH:2]1[C:6]1[CH:7]=[C:8]([C:13]2[N:18]=[C:17]([CH3:19])[N:16]=[C:15]([N:20]([CH2:30][C:31]3[CH:36]=[CH:35][C:34]([O:37][CH3:38])=[CH:33][CH:32]=3)[CH2:21][C:22]3[CH:27]=[CH:26][C:25]([O:28][CH3:29])=[CH:24][CH:23]=3)[N:14]=2)[C:9](F)=[N:10][CH:11]=1.[F:39][C:40]1[CH:41]=[C:42]([NH2:48])[CH:43]=[N:44][C:45]=1[O:46][CH3:47].C[Si]([N-][Si](C)(C)C)(C)C.[Li+].Cl>C1COCC1.O.C(Cl)Cl.CO>[CH3:29][O:28][C:25]1[CH:24]=[CH:23][C:22]([CH2:21][N:20]([CH2:30][C:31]2[CH:36]=[CH:35][C:34]([O:37][CH3:38])=[CH:33][CH:32]=2)[C:15]2[N:16]=[C:17]([CH3:19])[N:18]=[C:13]([C:8]3[C:9]([NH:48][C:42]4[CH:43]=[N:44][C:45]([O:46][CH3:47])=[C:40]([F:39])[CH:41]=4)=[N:10][CH:11]=[C:6]([CH:7]=3)[CH:2]=[O:1])[N:14]=2)=[CH:27][CH:26]=1 |f:2.3|. Procedure details: 4-(5-(1,3-Dioxolan-2-yl)-2-fluoropyridin-3-yl)-N,N-bis(4-methoxybenzyl)-6-methyl-1,3,5-triazin-2-amine (1.688 g, 3.262 mmol) and 5-fluoro-6-methoxypyridin-3-amine (0.477 g, 3.36 mmol) were dissolved in THF (28 mL) and the reaction flask was cooled in an ice water bath under nitrogen. Then, lithium bis(trimethylsilyl)amide (1.0 M solution in tetrahydrofuran, 9.5 mL, 9.5 mmol) was added, and the reaction was stirred under nitrogen for min. Then, aqueous HCl (5.0 M, 4.5 mL, 22.50 mmol) and MeOH (5.... The reactants are C[Si](C)(C)CCCO, CC(C)=O, O=[Cr](=O)(O)O, [Na+], O=[Cr](=O)=O, O, O=S([O-])O, O=S(=O)(O)O. The product is C[Si](C)(C)CCC(=O)O. Reaction SMILES: [CH3:10][Si:11]([CH2:12][CH2:13][CH2:14][OH:15])([CH3:16])[CH3:17].[CH3:28][C:29](=[O:30])[CH3:31].[Cr:23]([OH:24])([OH:25])(=[O:26])=[O:27].[Na+:22].[O:1]=[Cr:2](=[O:3])=[O:4].[OH2:32].[S:18]([O-:19])(=[O:20])[OH:21].[S:5](=[O:6])(=[O:7])([OH:8])[OH:9]>>[CH3:10][Si:11]([CH2:12][CH2:13][C:14](=[O:15])[OH:19])([CH3:16])[CH3:17].